This data is from the Open Reaction Database (ORD), a public repository of structured organic reaction records. The task is: describe an organic reaction: reactants, conditions, products, and yield Starting materials: CC(C)(C)c1ccc(-c2nnc(-c3cc(O)c(-c4nnc(-c5cccc(Oc6ccc([N+](=O)[O-])cc6)c5)o4)cc3O)o2)cc1, C1CCOC1, [Pd]. The product is CC(C)(C)c1ccc(-c2nnc(-c3cc(O)c(-c4nnc(-c5cccc(Oc6ccc(N)cc6)c5)o4)cc3O)o2)cc1. As a reaction SMILES: [C:1]([CH3:2])([CH3:3])([CH3:4])[c:5]1[cH:6][cH:7][c:8](-[c:11]2[n:12][n:13][c:14](-[c:16]3[c:17]([OH:44])[cH:18][c:19](-[c:23]4[o:24][c:25](-[c:28]5[cH:29][c:30]([O:34][c:35]6[cH:36][cH:37][c:38]([N+:41]([O-:42])=[O:43])[cH:39][cH:40]6)[cH:31][cH:32][cH:33]5)[n:26][n:27]4)[c:20]([OH:22])[cH:21]3)[o:15]2)[cH:9][cH:10]1.[CH2:45]1[O:46][CH2:47][CH2:48][CH2:49]1.[Pd:50]>>[C:1]([CH3:2])([CH3:3])([CH3:4])[c:5]1[cH:6][cH:7][c:8](-[c:11]2[n:12][n:13][c:14](-[c:16]3[c:17]([OH:44])[cH:18][c:19](-[c:23]4[o:24][c:25](-[c:28]5[cH:29][c:30]([O:34][c:35]6[cH:36][cH:37][c:38]([NH2:41])[cH:39][cH:40]6)[cH:31][cH:32][cH:33]5)[n:26][n:27]4)[c:20]([OH:22])[cH:21]3)[o:15]2)[cH:9][cH:10]1. Starting materials: C(C)OC(=O)C1(CC1)[C@H]1CC(N(C1)[C@@H](C)C1=CC=CC=C1)=O ((4R)-4-(1-ethoxycarbonylcyclopropyl)-1-[(S)-1-phenylethyl]-2-pyrrolidone), COC=1C=CC(=CC1)P2(=S)SP(=S)(S2)C=3C=CC(=CC3)OC (Lawesson reagent). Product: C(C)OC(=O)C1(CC1)[C@@H]1CC(N(C1)[C@@H](C)C1=CC=CC=C1)=S ((4S)-4-(1-ethoxycarbonylcyclopropyl)-1-[(S)-1-phenylethyl]-2-pyrrolidinethione). Reaction SMILES: [CH2:1]([O:3][C:4]([C:6]1([C@@H:9]2[CH2:13][N:12]([C@H:14]([C:16]3[CH:21]=[CH:20][CH:19]=[CH:18][CH:17]=3)[CH3:15])[C:11](=O)[CH2:10]2)[CH2:8][CH2:7]1)=[O:5])[CH3:2].COC1C=CC(P2(SP(C3C=CC(OC)=CC=3)(=S)S2)=[S:32])=CC=1>>[CH2:1]([O:3][C:4]([C:6]1([C@H:9]2[CH2:13][N:12]([C@H:14]([C:16]3[CH:21]=[CH:20][CH:19]=[CH:18][CH:17]=3)[CH3:15])[C:11](=[S:32])[CH2:10]2)[CH2:8][CH2:7]1)=[O:5])[CH3:2]. Procedure details: The thus separated (4R)-4-(1-ethoxycarbonylcyclopropyl)-1-[(S)-1-phenylethyl]-2-pyrrolidone is allowed to react with Lawesson reagent to give (4S)-4-(1-ethoxycarbonylcyclopropyl)-1-[(S)-1-phenylethyl]-2-pyrrolidinethione. This reaction can also be effected using phosphorus pentasulfide. Reaction conditions: temperature 60 celsius, time 4 hour. Starting materials: [N+](=O)([O-])C1=CC=CC=2C(C3=CC=CC(=C3C(C12)=O)[N+](=O)[O-])=O (1,8-dinitroanthraquinone), [S] (sulphur), OS(=O)(=O)O.O=S(=O)=O (oleum), B(O)(O)O (boric acid). Yields the product OC1=CC=C(C=2C(C3=C(C=CC=C3C(C12)=O)[N+](=O)[O-])=O)N (1-hydroxy-4-amino-5-nitroanthraquinone). Procedure: 100 parts of 1,8-dinitroanthraquinone are added to a reaction mixture prepared from 1,000 parts of 20% strength oleum and 25 parts of boric acid. 15 parts of sulphur are then added at room temperature in the course of 25 minutes, and the reaction mixture is warmed to 60° C. and maintained at this temperature with stirring for 4 hours. After cooling down, the reaction product is precipitated out by the dropwise addition of 158 parts of 78% strength sulphuric acid and 500 parts of water, in each c... RXN SMILES: [N+:1]([C:4]1[C:17]2[C:16](=[O:18])[C:15]3[C:10](=[CH:11][CH:12]=[CH:13][C:14]=3[N+:19]([O-:21])=[O:20])[C:9](=[O:22])[C:8]=2[CH:7]=[CH:6][CH:5]=1)([O-])=O.[OH:23]S(O)(=O)=O.O=S(=O)=O.B(O)(O)O.[S]>>[OH:23][C:7]1[C:8]2[C:9](=[O:22])[C:10]3[C:15](=[C:14]([N+:19]([O-:21])=[O:20])[CH:13]=[CH:12][CH:11]=3)[C:16](=[O:18])[C:17]=2[C:4]([NH2:1])=[CH:5][CH:6]=1 |f:1.2,^3:35|. Reactants: C(C)OC(CSC1=NC(=CC(=N1)Cl)Cl)=O ((4,6-dichloro-2-pyrimidinylthio) acetic acid ethyl ester), CC1=C(N)C(=CC(=C1)C)C (2,4,6-trimethylaniline), C([O-])([O-])=O.[Na+].[Na+] (sodium carbonate). The solvent is C(C)O (ethanol). Product: C(C)OC(CSC1=NC(=CC(=N1)Cl)NC1=C(C=C(C=C1C)C)C)=O ([4-Chloro-6-(2,4,6-trimethylanilino)-2-pyrimidinylthio] acetic acid ethyl ester). Isolated yield 44.1%. As a reaction SMILES: [CH2:1]([O:3][C:4](=[O:15])[CH2:5][S:6][C:7]1[N:12]=[C:11](Cl)[CH:10]=[C:9]([Cl:14])[N:8]=1)[CH3:2].[CH3:16][C:17]1[CH:23]=[C:22]([CH3:24])[CH:21]=[C:20]([CH3:25])[C:18]=1[NH2:19].C(=O)([O-])[O-].[Na+].[Na+]>C(O)C>[CH2:1]([O:3][C:4](=[O:15])[CH2:5][S:6][C:7]1[N:8]=[C:9]([Cl:14])[CH:10]=[C:11]([NH:19][C:18]2[C:20]([CH3:25])=[CH:21][C:22]([CH3:24])=[CH:23][C:17]=2[CH3:16])[N:12]=1)[CH3:2] |f:2.3.4|. Procedure details: A mixture of 5.3 g of (4,6-dichloro-2-pyrimidinylthio) acetic acid ethyl ester, 2.7 g of 2,4,6-trimethylaniline and 2.1 g of sodium carbonate in 50 ml. of ethanol was heated in an autoclave to 200°C. for 5 hr. The reaction mixture was filtered and water was added to initiate precipitation. The precipitate was removed by filtration and recrystallized from 95% ethanol to afford 3.2 g of product, mp. 100-103°C. Starting materials: [BH4-].[Li+] (Lithium borohydride), FC=1C=C2C(=C(/C(/C2=CC1)=C/C1=CC(=C(C(=C1)OC)OC)OC)C)CC(=O)Cl ((Z)-5-Fluoro-2-methyl-1-(3,4,5-trimethoxybenzylidene)-3-indenylacetyl chloride). The solvent is C1CCOC1 (THF), C1CCOC1 (THF). Yields the product FC=1C=C2C(=C(/C(/C2=CC1)=C/C1=CC(=C(C(=C1)OC)OC)OC)C)CCO ((Z)-5-fluoro-2-methyl-1-(3,4,5-trimethoxybenzylidene)-1H-3-indenyl-(2-hydroxy)ethane). Reaction SMILES: [BH4-].[Li+].[F:3][C:4]1[CH:5]=[C:6]2[C:10](=[CH:11][CH:12]=1)/[C:9](=[CH:13]\[C:14]1[CH:19]=[C:18]([O:20][CH3:21])[C:17]([O:22][CH3:23])=[C:16]([O:24][CH3:25])[CH:15]=1)/[C:8]([CH3:26])=[C:7]2[CH2:27][C:28](Cl)=[O:29]>C1COCC1>[F:3][C:4]1[CH:5]=[C:6]2[C:10](=[CH:11][CH:12]=1)/[C:9](=[CH:13]\[C:14]1[CH:19]=[C:18]([O:20][CH3:21])[C:17]([O:22][CH3:23])=[C:16]([O:24][CH3:25])[CH:15]=1)/[C:8]([CH3:26])=[C:7]2[CH2:27][CH2:28][OH:29] |f:0.1|. Reported procedure: Lithium borohydride (1.38 mmol) in THF (2 ml) is added to a suspension of (Z)-5-Fluoro-2-methyl-1-(3,4,5-trimethoxybenzylidene)-3-indenylacetyl chloride (2.78 mmol) in THF (20 ml) at 0° C. The reaction is quenched after 5 minutes with HCl (10%, aqueous, 30 ml). Ethyl acetate (50 ml) is added in order to extract the product. The organic layer is washed with water (2×50 ml), is dried over Na2SO4 and is evaporated to give the title compound, which is purified with flash chromatography (ethylacetate...